Dataset: the Open Reaction Database (ORD), a public repository of structured organic reaction records. Task: describe an organic reaction: reactants, conditions, products, and yield Product: C[Si](C)(c1ccccc1)c1cccnc1. Reactants: Brc1cccnc1, [Li]CCCC, C[Si](C)(Cl)c1ccccc1. Reaction SMILES: [Br:6][c:7]1[cH:8][n:9][cH:10][cH:11][cH:12]1.[CH3:1][CH2:2][CH2:3][CH2:4][Li:5].[Cl:13][Si:14]([c:15]1[cH:16][cH:17][cH:18][cH:19][cH:20]1)([CH3:21])[CH3:22]>>[c:7]1([Si:14]([c:15]2[cH:16][cH:17][cH:18][cH:19][cH:20]2)([CH3:21])[CH3:22])[cH:8][n:9][cH:10][cH:11][cH:12]1. Reactants: C(C1=CC=CC=C1)N1C(C(N(CC1)CC1=CC=C(C=C1)N(C1=NC=CC=N1)COC(C(C)(C)C)=O)=O)=O (1-benzyl-4-{4-[N-pivaloyloxymethyl-N-(2-pyrimidinyl)-amino]benzyl}-2,3-dioxopiperazine), C(CO)(=O)O (glycolic acid), Cl.C(C)O (hydrogen chloride ethanol). Solvent: C(C)(=O)OCC (ethyl acetate). Product: C(C1=CC=CC=C1)N1C(C(N(CC1)CC1=CC=C(C=C1)N(C1=NC=CC=N1)COCC(=O)O)=O)=O (1-benzyl-4-{4-[N-carboxymethoxymethyl-N-(2-pyrimidinyl)amino]benzyl}-2,3-dioxopiperazine). Isolated yield 52.7%. Reaction SMILES: [CH2:1]([N:8]1[CH2:13][CH2:12][N:11]([CH2:14][C:15]2[CH:20]=[CH:19][C:18]([N:21]([CH2:28]OC(=O)C(C)(C)C)[C:22]3[N:27]=[CH:26][CH:25]=[CH:24][N:23]=3)=[CH:17][CH:16]=2)[C:10](=[O:36])[C:9]1=[O:37])[C:2]1[CH:7]=[CH:6][CH:5]=[CH:4][CH:3]=1.[C:38]([OH:42])(=[O:41])[CH2:39][OH:40].Cl.C(O)C>C(OCC)(=O)C>[CH2:1]([N:8]1[CH2:13][CH2:12][N:11]([CH2:14][C:15]2[CH:20]=[CH:19][C:18]([N:21]([CH2:28][O:40][CH2:39][C:38]([OH:42])=[O:41])[C:22]3[N:23]=[CH:24][CH:25]=[CH:26][N:27]=3)=[CH:17][CH:16]=2)[C:10](=[O:36])[C:9]1=[O:37])[C:2]1[CH:7]=[CH:6][CH:5]=[CH:4][CH:3]=1 |f:2.3|. Procedure: In 30 ml of ethyl acetate was dissolved 1 g of 1-benzyl-4-{4-[N-pivaloyloxymethyl-N-(2-pyrimidinyl)-amino]benzyl}-2,3-dioxopiperazine, and 1 g of glycolic acid and 0.02 ml of N hydrogen chloride-ethanol solution were added, after which the resulting mixture was subjected to reaction at room temperature for 3 hours with stirring. After the completion of the reaction, the solvent was removed by distillation under reduced pressure, and the residue thus obtained was extracted with 100 ml of methylen... The reactants are CON=C1CCOc2ccc(C)cc21, CON=C1CCOc2ccccc21. Product: NC1CCOc2ccccc21. RXN SMILES: [CH3:14][O:15][N:16]=[C:17]1[c:18]2[c:19]([cH:20][cH:21][c:22]([CH3:23])[cH:24]2)[O:25][CH2:26][CH2:27]1.[CH3:1][O:2][N:3]=[C:4]1[CH2:5][CH2:6][O:7][c:8]2[cH:9][cH:10][cH:11][cH:12][c:13]21>>[NH2:3][CH:4]1[CH2:5][CH2:6][O:7][c:8]2[cH:9][cH:10][cH:11][cH:12][c:13]21. Reactants: C(C(=O)C1=CC=CC=C1)C1C(C2=CC=CC=C2CC1)=O (2-phenacyl-1-tetralone), solid, NC1=CC=C(C(=O)OCP(=O)(C)C)C=C1 (dimethylphosphinylmethyl p-aminobenzoate), C1(=CC=C(C=C1)S(=O)(=O)O)C (p-toluenesulfonic acid). Run in C1(=CC=CC=C1)C (toluene). Product: CP(=O)(C)COC(=O)C1=CC=C(C=C1)N1C(=CC=2CCC3=C(C12)C=CC=C3)C3=CC=CC=C3 (1-(4-Dimethylphosphinylmethoxycarbonylphenyl)-4,5-dihydro-2-phenylbenz[g]indole). Reaction SMILES: [CH2:1]([CH:10]1[CH2:19][CH2:18][C:17]2[C:12](=[CH:13][CH:14]=[CH:15][CH:16]=2)[C:11]1=O)[C:2]([C:4]1[CH:9]=[CH:8][CH:7]=[CH:6][CH:5]=1)=O.[NH2:21][C:22]1[CH:35]=[CH:34][C:25]([C:26]([O:28][CH2:29][P:30]([CH3:33])([CH3:32])=[O:31])=[O:27])=[CH:24][CH:23]=1.C1(C)C=CC(S(O)(=O)=O)=CC=1>C1(C)C=CC=CC=1>[CH3:33][P:30]([CH2:29][O:28][C:26]([C:25]1[CH:24]=[CH:23][C:22]([N:21]2[C:11]3[C:12]4[CH:13]=[CH:14][CH:15]=[CH:16][C:17]=4[CH2:18][CH2:19][C:10]=3[CH:1]=[C:2]2[C:4]2[CH:9]=[CH:8][CH:7]=[CH:6][CH:5]=2)=[CH:35][CH:34]=1)=[O:27])([CH3:32])=[O:31]. Procedure details: A mixture of 2.6 g. (0.01 mole) of 2-phenacyl-1-tetralone, 2.3 g. (0.01 mole) of dimethylphosphinylmethyl p-aminobenzoate, 0.4 g. of p-toluenesulfonic acid, and 250 ml. of dry toluene was heated under reflux for 73 hours, concentrated to about 100 ml., diluted with 25 ml. of cyclohexane, and cooled. The solid which separated was collected to provide 2.6 g. (57%) of solid, m.p. 171°-173°. Recrystallization from cyclohexane-benzene gave pale yellow crystals, m.p. 180°-181°. The reactants are O=C1Nc2ccccc2SC1=Cc1c[nH]c2cc(C(=O)O)ccc12, O=C(n1ccnc1)n1ccnc1, CN(C)C=O, NCCN1CCCC1. As a reaction SMILES: [C:1](=[O:2])([OH:3])[c:4]1[cH:5][cH:6][c:7]2[c:8]([CH:13]=[C:14]3[S:15][c:16]4[c:17]([cH:21][cH:22][cH:23][cH:24]4)[NH:18][C:19]3=[O:20])[cH:9][nH:10][c:11]2[cH:12]1.[C:25]([n:26]1[cH:27][cH:28][n:29][cH:30]1)([n:31]1[cH:32][cH:33][n:34][cH:35]1)=[O:36].[CH3:45][N:46]([CH3:47])[CH:48]=[O:49].[NH2:37][CH2:38][CH2:39][N:40]1[CH2:41][CH2:42][CH2:43][CH2:44]1>>[C:1](=[O:2])([c:4]1[cH:5][cH:6][c:7]2[c:8]([CH:13]=[C:14]3[S:15][c:16]4[c:17]([cH:21][cH:22][cH:23][cH:24]4)[NH:18][C:19]3=[O:20])[cH:9][nH:10][c:11]2[cH:12]1)[NH:37][CH2:38][CH2:39][N:40]1[CH2:41][CH2:42][CH2:43][CH2:44]1. Yields the product O=C1Nc2ccccc2SC1=Cc1c[nH]c2cc(C(=O)NCCN3CCCC3)ccc12.